From a dataset of the Open Reaction Database (ORD), a public repository of structured organic reaction records. describe an organic reaction: reactants, conditions, products, and yield Starting materials: CN1CC=C(CC1)C=1C(=NN(C1N)C)C (4-(1,2,5,6-tetrahydro-1-methyl-4-pyridinyl)-1,3-dimethyl-5-(1H)-pyrazolamine), C(C)N=C=O (ethyl isocyanate), N1=CC(=C(C=C1)C)C (3,4-lutidine). The product is COC1=C2C(=C3C(=N1)N(N=C3C)C)CCC2 (5-Methoxy-3,6,7,8-tetrahydro-1,3-dimethylcyclopenta[d]pyrazolo[3,4-b]-pyridine). RXN SMILES: CN1[CH2:7][CH2:6][C:5]([C:8]2[C:9]([CH3:15])=[N:10][N:11]([CH3:14])[C:12]=2[NH2:13])=[CH:4][CH2:3]1.C(N=[C:19]=[O:20])C.N1C=CC(C)=C(C)[CH:22]=1>>[CH3:22][O:20][C:19]1[N:13]=[C:12]2[N:11]([CH3:14])[N:10]=[C:9]([CH3:15])[C:8]2=[C:5]2[CH2:6][CH2:7][CH2:3][C:4]=12. Procedure details: A mixture of 4-(1,2,5,6-tetrahydro-1-methyl-4-pyridinyl)-1,3-dimethyl-5-(1H)-pyrazolamine (2.06 g; 0.01 mol), 3,4-lutidine (20 ml), ethyl isocyanate (3.16 ml; 0.04 mol), under anhydrous conditions, are heated to the reflux temperature for about 3 hours. The mixture is then cooled to room temperature, concentrated under reduced pressure, washed with ethyl acetate and then with ethyl ether, thus obtaining the product of the title. M.p. 294°-297° C. The reactants are CCO, Clc1cc(Cl)ncn1, COC(=O)c1ccc2c(c1)CCN2. Yields the product COC(=O)c1ccc2c(c1)CCN2c1cc(Cl)ncn1. RXN SMILES: [CH3:22][CH2:23][OH:24].[Cl:14][c:15]1[n:16][cH:17][n:18][c:19]([Cl:21])[cH:20]1.[NH:1]1[CH2:2][CH2:3][c:4]2[cH:5][c:6]([C:10](=[O:11])[O:12][CH3:13])[cH:7][cH:8][c:9]21>>[N:1]1([c:19]2[n:18][cH:17][n:16][c:15]([Cl:14])[cH:20]2)[CH2:2][CH2:3][c:4]2[cH:5][c:6]([C:10](=[O:11])[O:12][CH3:13])[cH:7][cH:8][c:9]21. Starting materials: S(O)(O)(=O)=O (sulphuric acid), C(C)C(C(=O)O)(CCCC)CCC (2-ethyl-2-n-propylhexanoic acid), aqueous solution, [OH-].[Na+] (sodium hydroxide), [N-]=[N+]=[N-].[Na+] (sodium azide). Solvent: C(Cl)(Cl)Cl (chloroform), CCOCC (ether). Reaction conditions: temperature 50 celsius, time 90 minute. Yields the product C(C)C(CCCC)(CCC)N (1-ethyl-1-n-propyl-n-pentylamine). Reaction SMILES: S(=O)(=O)(O)O.[CH2:6]([C:8]([CH2:16][CH2:17][CH3:18])([CH2:12][CH2:13][CH2:14][CH3:15])C(O)=O)[CH3:7].[N-:19]=[N+]=[N-].[Na+].[OH-].[Na+]>CCOCC.C(Cl)(Cl)Cl>[CH2:6]([C:8]([NH2:19])([CH2:16][CH2:17][CH3:18])[CH2:12][CH2:13][CH2:14][CH3:15])[CH3:7] |f:2.3,4.5|. Procedure details: Into a three-necked flask equipped with a mechanical stirrer and a condenser, were introduced 70 ml of chloroform, 18 ml of concentrated sulphuric acid (d=1.83) and 11 g (0.06 mol) of 2-ethyl-2-n-propylhexanoic acid prepared as described above. The mixture was heated to 50° C. and while stirring 7.5 g of sodium azide in powder form were added. The operation of addition lasted 90 minutes after which the reaction mixture was heated to 50° C. for 2 hours. The mixture was then neutralized with a 40%... The reactants are ice water, CC1=CC=C(C=C1)S(=O)(=O)N1CCC(CC1)C1=CC=CC=C1 (1-(4-methylphenylsulfonyl)-4-phenylpiperidine), ClCC(CCl)OC(CCl)CCl (1,1-dichloromethylmethylether). The reagents and catalysts are [Ti](Cl)(Cl)(Cl)Cl (titanium tetrachloride). The solvent is ClCCl (dichloromethane), ClCCl (dichloromethane). Conditions: time 2 hour. Yields the product CC1=CC=C(C=C1)S(=O)(=O)N1CCC(CC1)C1=CC=C(C=O)C=C1 (4-[1-(4-methylphenylsulfonyl)piperidin-4-yl]benzaldehyde). Reaction SMILES: [CH3:1][C:2]1[CH:7]=[CH:6][C:5]([S:8]([N:11]2[CH2:16][CH2:15][CH:14]([C:17]3[CH:22]=[CH:21][CH:20]=[CH:19][CH:18]=3)[CH2:13][CH2:12]2)(=[O:10])=[O:9])=[CH:4][CH:3]=1.ClC[CH:25]([O:28]C(CCl)CCl)CCl>ClCCl.[Ti](Cl)(Cl)(Cl)Cl>[CH3:1][C:2]1[CH:3]=[CH:4][C:5]([S:8]([N:11]2[CH2:16][CH2:15][CH:14]([C:17]3[CH:22]=[CH:21][C:20]([CH:25]=[O:28])=[CH:19][CH:18]=3)[CH2:13][CH2:12]2)(=[O:9])=[O:10])=[CH:6][CH:7]=1. Reported procedure: To a solution of 1-(4-methylphenylsulfonyl)-4-phenylpiperidine (1.0 g) and 1,1-dichloromethylmethylether (0.57 ml) in dichloromethane (5 ml) was added at 0° C. a solution of titanium tetrachloride (0.7 ml) in dichloromethane (5 ml), and the mixture was stirred at room temperature for 2 hours. The mixture was added to stirred ice/water to stop the reaction. The mixture was extracted with ethyl acetate. The organic layer was washed with sodium bicarbonate solution and saturated brine and dried wit... Starting materials: BrC1=C2C=CC(NC2=CC=C1)=O (5-bromoquinolin-2(1H)-one), [H-].[Na+] (sodium hydride), COC1=CC=C(CCl)C=C1 (4-methoxybenzyl chloride). The solvent is CN(C)C=O (DMF). Run at time 2 day. The product is BrC1=C2C=CC(N(C2=CC=C1)CC1=CC=C(C=C1)OC)=O (5-Bromo-1-(4-methoxybenzyl)quinolin-2(1H)-one). Isolated yield 106.6%. RXN SMILES: [Br:1][C:2]1[CH:11]=[CH:10][CH:9]=[C:8]2[C:3]=1[CH:4]=[CH:5][C:6](=[O:12])[NH:7]2.[H-].[Na+].[CH3:15][O:16][C:17]1[CH:24]=[CH:23][C:20]([CH2:21]Cl)=[CH:19][CH:18]=1>CN(C=O)C>[Br:1][C:2]1[CH:11]=[CH:10][CH:9]=[C:8]2[C:3]=1[CH:4]=[CH:5][C:6](=[O:12])[N:7]2[CH2:21][C:20]1[CH:23]=[CH:24][C:17]([O:16][CH3:15])=[CH:18][CH:19]=1 |f:1.2|. Procedure details: To a solution of 5-bromoquinolin-2(1H)-one (0.84 g, 2.29 mmol) in DMF (20 mL) at room temperature was added sodium hydride (0.57 g, 14.22 mmol) and 4-methoxybenzyl chloride (1.24 mL, 9.10 mmol). Upon completion of addition, the reaction mixture was stirred at room temperature for 2 d, and then heat to 75° C. where it stirred for 2 h. After cooling to room temperature, the reaction mixture was quenched with water, and extracted with EtOAc. The combined organic layer was washed with brine, dried o...